From a dataset of the Open Reaction Database (ORD), a public repository of structured organic reaction records. describe an organic reaction: reactants, conditions, products, and yield Reactants: O=C1OCN(C(=O)OCc2ccccc2)C1CCBr, CCOP(OCC)OCC. The product is CCOP(=O)(CCC1C(=O)OCN1C(=O)OCc1ccccc1)OCC. Reaction SMILES: [CH2:1]([c:2]1[cH:3][cH:4][cH:5][cH:6][cH:7]1)[O:8][C:9](=[O:10])[N:11]1[CH2:12][O:13][C:14](=[O:19])[CH:15]1[CH2:16][CH2:17][Br:18].[P:20]([O:21][CH2:22][CH3:23])([O:24][CH2:25][CH3:26])[O:27][CH2:28][CH3:29]>>[CH2:1]([c:2]1[cH:3][cH:4][cH:5][cH:6][cH:7]1)[O:8][C:9](=[O:10])[N:11]1[CH2:12][O:13][C:14](=[O:19])[CH:15]1[CH2:16][CH2:17][P:20]([O:21][CH2:22][CH3:23])([O:24][CH2:25][CH3:26])=[O:27]. Starting materials: ClC1=C(C=CC=C1)C1=C(C(NC2=C(C=C(C=C12)C)C)=O)C(=O)OCC (ethyl 4-(2-chlorophenyl)-1,2-dihydro-6,8-dimethyl -2-oxo-3-quinolinecarboxylate), C([O-])([O-])=O.[K+].[K+] (potassium carbonate), CN(C)C=O (DMF), CI (methyl iodide). The solvent is O (water). Product: ClC1=C(C=CC=C1)C1=C(C(=NC2=C(C=C(C=C12)C)C)OC)C(=O)OCC (ethyl 4-(2-chlorophenyl)-2-methoxy-6,8-dimethyl-3-quinolinecarboxylate). Isolated yield 90.3%. As a reaction SMILES: [Cl:1][C:2]1[CH:7]=[CH:6][CH:5]=[CH:4][C:3]=1[C:8]1[C:17]2[C:12](=[C:13]([CH3:19])[CH:14]=[C:15]([CH3:18])[CH:16]=2)[NH:11][C:10](=[O:20])[C:9]=1[C:21]([O:23][CH2:24][CH3:25])=[O:22].[C:26](=O)([O-])[O-].[K+].[K+].CN(C=O)C.CI>O>[Cl:1][C:2]1[CH:7]=[CH:6][CH:5]=[CH:4][C:3]=1[C:8]1[C:17]2[C:12](=[C:13]([CH3:19])[CH:14]=[C:15]([CH3:18])[CH:16]=2)[N:11]=[C:10]([O:20][CH3:26])[C:9]=1[C:21]([O:23][CH2:24][CH3:25])=[O:22] |f:1.2.3|. Procedure: To a mixture of ethyl 4-(2-chlorophenyl)-1,2-dihydro-6,8-dimethyl -2-oxo-3-quinolinecarboxylate (0.71 g), potassium carbonate (0.28 g) and DMF (8 ml) was dropwise added methyl iodide (0.15 ml) under stirring, followed by stirring for 15 minutes at room temperature. The mixture was poured into water and extracted with ethyl acetate. The organic layer was washed with water, dried (MgSO4) and concentrated to obtain ethyl 4-(2-chlorophenyl)-2-methoxy-6,8-dimethyl-3-quinolinecarboxylate. Yield 90.3% ... The reactants are 11, C(CCC)[SnH](CCCC)CCCC (Tri-n-Butyl tin hydride), ClC(C(=O)OCC)(C(C)(C)C)C=1C=NC(=NC1)C(C)(C)C (ethyl (RS)-2-chloro-2-[2-(1,1-dimethylethyl)pyrimidin-5-yl]-3,3-dimethylbutanoate), O (water), N(=NC(C#N)(C)C)C(C#N)(C)C (2,2'-azobisisobutyronitrile). The yield is 88.3%. Reported procedure: Tri-n-Butyl tin hydride (1.3 cm3) was added to a solution of ethyl (RS)-2-chloro-2-[2-(1,1-dimethylethyl)pyrimidin-5-yl]-3,3-dimethylbutanoate (1.4 g) and a catalytic amount of 2,2'-azobisisobutyronitrile in dry toluene (10 cm3). The mixture was heated to the reflux temperature for a period of 11/2 hours, after which it was cooled to the ambient temperature, poured into water, and extracted into ethyl acetate. After concentration by evaporation of the solvent under reduced pressure, the residue ... Run in C1(=CC=CC=C1)C (toluene). As a reaction SMILES: C([SnH](CCCC)CCCC)CCC.Cl[C:15]([C:25]1[CH:26]=[N:27][C:28]([C:31]([CH3:34])([CH3:33])[CH3:32])=[N:29][CH:30]=1)([C:21]([CH3:24])([CH3:23])[CH3:22])[C:16]([O:18][CH2:19][CH3:20])=[O:17].N(C(C)(C)C#N)=NC(C)(C)C#N.O>C1(C)C=CC=CC=1>[CH3:34][C:31]([C:28]1[N:27]=[CH:26][C:25]([CH:15]([C:21]([CH3:22])([CH3:24])[CH3:23])[C:16]([O:18][CH2:19][CH3:20])=[O:17])=[CH:30][N:29]=1)([CH3:32])[CH3:33]. Yields the product CC(C)(C)C1=NC=C(C=N1)C(C(=O)OCC)C(C)(C)C (ethyl (RS)-2-[2-(1,1-dimethyl-ethyl)pyrimidin-5-yl]-3,3-dimethylbutanoate).